Dataset: the Open Reaction Database (ORD), a public repository of structured organic reaction records. Task: describe an organic reaction: reactants, conditions, products, and yield Starting materials: FC=1C=C(C=CC1)O (3-fluorophenol), BrC12CC3CC(CC(C1)C3)C2 (1-bromoadamantane), resultant mixture. Solvent: C1(=CC=CC=C1)C (toluene). The product is C12(CC3CC(CC(C1)C3)C2)C2=C(C=C(C=C2)O)F (4-(1-admantyl)-3-fluorophenol). Yield: 66.0%. RXN SMILES: [F:1][C:2]1[CH:3]=[C:4]([OH:8])[CH:5]=[CH:6][CH:7]=1.Br[C:10]12[CH2:19][CH:14]3[CH2:15][CH:16]([CH2:18][CH:12]([CH2:13]3)[CH2:11]1)[CH2:17]2>C1(C)C=CC=CC=1>[C:10]12([C:7]3[CH:6]=[CH:5][C:4]([OH:8])=[CH:3][C:2]=3[F:1])[CH2:19][CH:14]3[CH2:15][CH:16]([CH2:18][CH:12]([CH2:13]3)[CH2:11]1)[CH2:17]2. Procedure details: Into a 300 ml egg plant-shaped flask, 87.3 g (779 mmole) of 3-fluorophenol, 83.8 g (389 mmole) of 1-bromoadamantane, 60 ml of toluene and a stirrer rod were placed, and the resultant mixture was stirred at 140° C. for 24 hours under the stream of nitrogen gas. The reaction fluid was left standing at the room temperature, and the formed solid substance was recovered by filtration. The recovered solid substance was washed with cold toluene and dried at 60° C. under a reduced pressure, and 63.2 g o... Reported procedure: Following the procedure of Example 5 omitting the 0.25 parts of piperidine and 0.025 parts of hydroquinone and adding 9.6 parts of the formalin, piperidine and acetic acid solution in place of the 8.6 parts of Example 5 over 151/4 hours gave 6.8 parts of ethyl 2-cyanopropionate of boiling point 82-90°C/8 mm. of mercury. Yields the product C(#N)C(C(=O)OCC)C (ethyl 2-cyanopropionate). RXN SMILES: [NH:1]1[CH2:6][CH2:5][CH2:4]CC1.C1(C=[CH:13][C:11]([OH:12])=CC=1)O.[CH2:15]=[O:16]>C(O)(=O)C>[C:6]([CH:5]([CH3:4])[C:15]([O:12][CH2:11][CH3:13])=[O:16])#[N:1]. Solvent: C(C)(=O)O (acetic acid). Reactants: N1CCCCC1 (piperidine), C1(O)=CC=C(O)C=C1 (hydroquinone), C=O (formalin), N1CCCCC1 (piperidine). Solvent: CO (methanol). Procedure: A 0.5 N sodium hydroxide aqueous solution (0.064 mL) was added to a solution of (S)-amino-(4′-{1-ethyl-1-[4-(3-hydroxy-4,4-dimethyl-pentyl)-3-methyl-phenyl]-propyl}-2′-methyl-biphenyl-4-yl)acetic acid methyl ester (Example 166-(3); 12.0 mg, 0.0226 mmol) in methanol (0.50 mL) at room temperature, and the mixture was stirred at room temperature for 10 hours. The reaction mixture was concentrated under reduced pressure to give the title compound (12.5 mg, 100%). The reactants are [OH-].[Na+] (sodium hydroxide), COC([C@H](C1=CC=C(C=C1)C1=C(C=C(C=C1)C(CC)(C1=CC(=C(C=C1)CCC(C(C)(C)C)O)C)CC)C)N)=O ((S)-amino-(4′-{1-ethyl-1-[4-(3-hydroxy-4,4-dimethyl-pentyl)-3-methyl-phenyl]-propyl}-2′-methyl-biphenyl-4-yl)acetic acid methyl ester). Conditions: time 10 hour. Isolated yield 100.0%. As a reaction SMILES: [OH-].[Na+:2].C[O:4][C:5](=[O:41])[C@@H:6]([NH2:40])[C:7]1[CH:12]=[CH:11][C:10]([C:13]2[CH:18]=[CH:17][C:16]([C:19]([CH2:37][CH3:38])([C:22]3[CH:27]=[CH:26][C:25]([CH2:28][CH2:29][CH:30]([OH:35])[C:31]([CH3:34])([CH3:33])[CH3:32])=[C:24]([CH3:36])[CH:23]=3)[CH2:20][CH3:21])=[CH:15][C:14]=2[CH3:39])=[CH:9][CH:8]=1>CO>[NH2:40][C@@H:6]([C:7]1[CH:8]=[CH:9][C:10]([C:13]2[CH:18]=[CH:17][C:16]([C:19]([CH2:20][CH3:21])([C:22]3[CH:27]=[CH:26][C:25]([CH2:28][CH2:29][CH:30]([OH:35])[C:31]([CH3:32])([CH3:33])[CH3:34])=[C:24]([CH3:36])[CH:23]=3)[CH2:37][CH3:38])=[CH:15][C:14]=2[CH3:39])=[CH:11][CH:12]=1)[C:5]([O-:41])=[O:4].[Na+:2] |f:0.1,4.5|. Yields the product N[C@H](C(=O)[O-])C1=CC=C(C=C1)C1=C(C=C(C=C1)C(CC)(C1=CC(=C(C=C1)CCC(C(C)(C)C)O)C)CC)C.[Na+] (Sodium (S)-amino-(4′-{1-ethyl-1-[4-(3-hydroxy-4,4-dimethyl-pentyl)-3-methyl-phenyl]-propyl}-2′-methyl-biphenyl-4-yl)-acetate). Starting materials: C([O-])([O-])=O.[K+].[K+] (potassium carbonate), [N+](=O)([O-])C=1C=C2C=NNC2=CC1 (5-Nitroindazole), Cl.ClCCN(C)C ((2-chloro-ethyl)-dimethyl-amine hydrochloride). The solvent is CN(C=O)C (N,N-dimethylformamide). Reaction conditions: temperature 60 celsius, time 30 minute. Product: CN(CCN1N=C2C=CC(=CC2=C1)[N+](=O)[O-])C (dimethyl-[2-(5-nitro-indazol-2-yl)-ethyl]-amine). RXN SMILES: [N+:1]([C:4]1[CH:5]=[C:6]2[C:10](=[CH:11][CH:12]=1)[NH:9][N:8]=[CH:7]2)([O-:3])=[O:2].C(=O)([O-])[O-].[K+].[K+].Cl.Cl[CH2:21][CH2:22][N:23]([CH3:25])[CH3:24]>CN(C)C=O>[CH3:24][N:23]([CH3:25])[CH2:22][CH2:21][N:8]1[CH:7]=[C:6]2[C:10]([CH:11]=[CH:12][C:4]([N+:1]([O-:3])=[O:2])=[CH:5]2)=[N:9]1 |f:1.2.3,4.5|. Procedure details: 5-Nitroindazole (1.00 g, 6.13 mmol) was dissolved in 20 mL of N,N-dimethylformamide and potassium carbonate (2.50 g, 18.1 mmol) was added. The mixture was stirred for 30 minutes and then (2-chloro-ethyl)-dimethyl-amine hydrochloride (1.32 g 9.16 mmol) was added. The reaction mixture was heated to 60° C. for 6 hours, cooled to room temperature, filtered through a plug of silica gel and rinsed with triethylamine/ethyl acetate (1/4). The filtrate was concentrated in vacuo and the residue purified b...